From a dataset of the Open Reaction Database (ORD), a public repository of structured organic reaction records. describe an organic reaction: reactants, conditions, products, and yield Starting materials: CC=1N(C=CN1)CC1=CC(C=NN1)=O (6-(2-Methyl-imidazol-1-ylmethyl)-1H-pyridazin-4-one), P(=O)(Cl)(Cl)Cl (phosphorus oxychloride). Run at temperature 60 celsius, time 1.5 hour. Yields the product ClC=1C=C(N=NC1)CN1C(=NC=C1)C (5-chloro-3-(2-methyl-imidazol-1-yl-methyl)-pyridazine). Yield: 72.5%. Reaction SMILES: [CH3:1][C:2]1[N:3]([CH2:7][C:8]2[NH:13][N:12]=[CH:11][C:10](=O)[CH:9]=2)[CH:4]=[CH:5][N:6]=1.P(Cl)(Cl)([Cl:17])=O>>[Cl:17][C:10]1[CH:9]=[C:8]([CH2:7][N:3]2[CH:4]=[CH:5][N:6]=[C:2]2[CH3:1])[N:13]=[N:12][CH:11]=1. Procedure details: 6-(2-Methyl-imidazol-1-ylmethyl)-1H-pyridazin-4-one (3.9 g, 20.5 mmol)) was treated with phosphorus oxychloride (18 ml, 205 mmol) under argon. The mixture was stirred in a 60° C. oilbath for 1.5 hours. The solvent was removed in vacuo and the residue was dissolved in water (100 ml) under icebath cooling. The brown solution was neutralized with solid NaHCO3 and the aqueous layer was extracted with MeCl2 (6×50 ml). The combined extracts were dried over Na2SO4, filtered and the solvent was removed ...